describe an organic reaction: reactants, conditions, products, and yield From a dataset of the Open Reaction Database (ORD), a public repository of structured organic reaction records. Starting materials: BrCc1ccccn1, O=C([O-])[O-], CC(C)=O, [K+], [K+], CC(=O)N1CCC(n2cc(-c3cnc(N)c4oc(-c5cccc(O)c5)cc34)cn2)CC1. The product is CC(=O)N1CCC(n2cc(-c3cnc(N)c4oc(-c5cccc(OCc6ccccn6)c5)cc34)cn2)CC1. Reaction SMILES: [Br:38][CH2:39][c:40]1[n:41][cH:42][cH:43][cH:44][cH:45]1.[C:32](=[O:33])([O-:34])[O-:35].[CH3:46][C:47](=[O:48])[CH3:49].[K+:36].[K+:37].[NH2:1][c:2]1[n:3][cH:4][c:5](-[c:18]2[cH:19][n:20][n:21]([CH:23]3[CH2:24][CH2:25][N:26]([C:29]([CH3:30])=[O:31])[CH2:27][CH2:28]3)[cH:22]2)[c:6]2[c:7]1[o:8][c:9](-[c:11]1[cH:12][c:13]([OH:17])[cH:14][cH:15][cH:16]1)[cH:10]2>>[NH2:1][c:2]1[n:3][cH:4][c:5](-[c:18]2[cH:19][n:20][n:21]([CH:23]3[CH2:24][CH2:25][N:26]([C:29]([CH3:30])=[O:31])[CH2:27][CH2:28]3)[cH:22]2)[c:6]2[c:7]1[o:8][c:9](-[c:11]1[cH:12][c:13]([O:17][CH2:39][c:40]3[n:41][cH:42][cH:43][cH:44][cH:45]3)[cH:14][cH:15][cH:16]1)[cH:10]2.